Dataset: the Open Reaction Database (ORD), a public repository of structured organic reaction records. Task: describe an organic reaction: reactants, conditions, products, and yield Starting materials: C(=O)(N1C=NC=C1)N1C=NC=C1 (1,1′-carbonyldiimidazole), ClC1=CC=C(OCC=2N(C3=CC=CC=C3C2CCC(=O)O)C)C=C1 (3-{2-[(4-chlorophenoxy)methyl]-1-methyl-1H-indol-3-yl}propanoic acid), CN(C)N1CCCCC1 (dimethylaminopiperidine). Run in O1CCCC1 (tetrahydrofuran), O1CCCC1 (tetrahydrofuran). Reaction conditions: time 2 hour. The product is ClC1=CC=C(OCC=2N(C3=CC=CC=C3C2CCC(=O)N2CCC(CC2)N(C)C)C)C=C1 (2-[(4-chlorophenoxy)methyl]-1-methyl-3-[2-[[4-(dimethylamino)piperidin-1-yl]carbonyl]ethyl]-1H-indole). As a reaction SMILES: [Cl:1][C:2]1[CH:24]=[CH:23][C:5]([O:6][CH2:7][C:8]2[N:9]([CH3:22])[C:10]3[C:15]([C:16]=2[CH2:17][CH2:18][C:19](O)=[O:20])=[CH:14][CH:13]=[CH:12][CH:11]=3)=[CH:4][CH:3]=1.[C:25]([N:32]1[CH:36]=[CH:35]N=[CH:33]1)(N1C=CN=C1)=O.CN([N:40]1[CH2:45]CC[CH2:42][CH2:41]1)C>O1CCCC1>[Cl:1][C:2]1[CH:24]=[CH:23][C:5]([O:6][CH2:7][C:8]2[N:9]([CH3:22])[C:10]3[C:15]([C:16]=2[CH2:17][CH2:18][C:19]([N:40]2[CH2:45][CH2:35][CH:36]([N:32]([CH3:25])[CH3:33])[CH2:42][CH2:41]2)=[O:20])=[CH:14][CH:13]=[CH:12][CH:11]=3)=[CH:4][CH:3]=1. Procedure: Under a nitrogen atmosphere 3-{2-[(4-chlorophenoxy)methyl]-1-methyl-1H-indol-3-yl}propanoic acid (0.286 g, 0.832 mmol) was dissolved in 6 ml of dry tetrahydrofuran. To this solution 1,1′-carbonyldiimidazole (0.141 g, 0.874 mmol) was added and the resulting mixture was stirred at room temperature for about two hours. The progress of the reaction was monitored by thin layer chromatography. The reaction mixture was then heated to 65° C. and maintained at this temperature for about 35 minutes. To th... Starting materials: C(C)OC=1C(C(C1NC1=C(C=C(C=C1)C#N)O)=O)=O (3-ethoxy-4-(2-hydroxy-4-cyanophenyl)amino-3-cyclobutene-1,2-dione), C(C)(C)(CC)N (tert-amylamine), ClCl (Cl2), C(C)O (ethanol). The solvent is CCCCCC (hexane), C(C)(=O)OCC (ethyl acetate). Conditions: time 2 day. Yields the product C(C)(C)(CC)NC=1C(C(C1NC1=C(C=C(C=C1)C#N)O)=O)=O (3-(tert-amylamino)-4-(2-hydroxy-4-cyanophenyl)amino-3-cyclobutene-1,2-dione). As a reaction SMILES: C(O[C:4]1[C:5](=[O:19])[C:6](=[O:18])[C:7]=1[NH:8][C:9]1[CH:14]=[CH:13][C:12]([C:15]#[N:16])=[CH:11][C:10]=1[OH:17])C.[C:20]([NH2:25])([CH2:23][CH3:24])([CH3:22])[CH3:21].ClCl.C(O)C>CCCCCC.C(OCC)(=O)C>[C:20]([NH:25][C:4]1[C:5](=[O:19])[C:6](=[O:18])[C:7]=1[NH:8][C:9]1[CH:14]=[CH:13][C:12]([C:15]#[N:16])=[CH:11][C:10]=1[OH:17])([CH2:23][CH3:24])([CH3:22])[CH3:21]. Procedure details: A mixture of 3-ethoxy-4-(2-hydroxy-4-cyanophenyl)amino-3-cyclobutene-1,2-dione (0.395 g, 0.0015 mol) and tert-amylamine (4 ml, 0.034 mol) in enough CH2 Cl2 to form a solution (a small amount of dry ethanol was required) was stirred at room temperature for two days. During this time, a precipitate forms. TLC (2:1 ethyl acetate:hexane) indicates a loss of starting material. The reaction is evaporated to a solid on a rotary evaporator. The solid is taken up in ethyl acetate and extracted well with ... Reactants: C(C)N(C(=O)C=1NC2=CC=CC=C2C1CN(C=1N=NN(N1)C)CC1=CC(=CC(=C1)C(F)(F)F)C(F)(F)F)CC (3-{[(3,5-bis-trifluoromethyl-benzyl)-(2-methyl-2H-tetrazol-5-yl)-amino]-methyl}-1H-indole-2-carboxylic acid diethylamide), [H-].[Na+] (NaH), CI (Methyl iodide). The solvent is CN(C)C=O (DMF). Run at time 15 minute. The product is C(C)N(C(=O)C=1N(C2=CC=CC=C2C1CN(C=1N=NN(N1)C)CC1=CC(=CC(=C1)C(F)(F)F)C(F)(F)F)C)CC (3-{[(3,5-bis-trifluoromethyl-benzyl)-(2-methyl-2H-tetrazol-5-yl)-amino]-methyl}-1-methyl-1H-indole-2-carboxylic acid diethylamide). Yield: 68.5%. RXN SMILES: [H-].[Na+].[CH2:3]([N:5]([CH2:40][CH3:41])[C:6]([C:8]1[NH:9][C:10]2[C:15]([C:16]=1[CH2:17][N:18]([CH2:25][C:26]1[CH:31]=[C:30]([C:32]([F:35])([F:34])[F:33])[CH:29]=[C:28]([C:36]([F:39])([F:38])[F:37])[CH:27]=1)[C:19]1[N:20]=[N:21][N:22]([CH3:24])[N:23]=1)=[CH:14][CH:13]=[CH:12][CH:11]=2)=[O:7])[CH3:4].[CH3:42]I>CN(C=O)C>[CH2:40]([N:5]([CH2:3][CH3:4])[C:6]([C:8]1[N:9]([CH3:42])[C:10]2[C:15]([C:16]=1[CH2:17][N:18]([CH2:25][C:26]1[CH:31]=[C:30]([C:32]([F:33])([F:34])[F:35])[CH:29]=[C:28]([C:36]([F:39])([F:38])[F:37])[CH:27]=1)[C:19]1[N:20]=[N:21][N:22]([CH3:24])[N:23]=1)=[CH:14][CH:13]=[CH:12][CH:11]=2)=[O:7])[CH3:41] |f:0.1|. Reported procedure: To a suspension of NaH (0.01 g, 0.36 mmol) in DMF (5ml) was added 3-{[(3,5-bis-trifluoromethyl-benzyl)-(2-methyl-2H-tetrazol-5-yl)-amino]-methyl}-1H-indole-2-carboxylic acid diethylamide (0.1 g, 0.18 mmol), obtained in Example 131, at 0° C., and stirred for 15 min. Methyl iodide (0.031 g, 0.216 mmol) was added to this at the same temperature. The reaction was stirred for 6 h and the aqueous layer was extracted with ethyl acetate (3×20 mL). The combined organic layers were washed with brine, drie...